describe an organic reaction: reactants, conditions, products, and yield From a dataset of the Open Reaction Database (ORD), a public repository of structured organic reaction records. Starting materials: O=C1NC(=O)c2ccccc21, CC(C)(C)CC(=O)c1ccc(CBr)cc1, CCOC(C)=O, [K], CN(C)C=O. Yields the product CC(C)(C)CC(=O)c1ccc(CN2C(=O)c3ccccc3C2=O)cc1. As a reaction SMILES: [C:16]1(=[O:26])[c:17]2[c:18]([cH:22][cH:23][cH:24][cH:25]2)[C:19](=[O:21])[NH:20]1.[CH3:1][C:2]([CH2:3][C:4](=[O:5])[c:6]1[cH:7][cH:8][c:9]([CH2:10][Br:11])[cH:12][cH:13]1)([CH3:14])[CH3:15].[CH3:33][CH2:34][O:35][C:36]([CH3:37])=[O:38].[K:27].[O:28]=[CH:29][N:30]([CH3:31])[CH3:32]>>[CH3:1][C:2]([CH2:3][C:4](=[O:5])[c:6]1[cH:7][cH:8][c:9]([CH2:10][N:20]2[C:16](=[O:26])[c:17]3[c:18]([cH:22][cH:23][cH:24][cH:25]3)[C:19]2=[O:21])[cH:12][cH:13]1)([CH3:14])[CH3:15]. Starting materials: C(C)(=O)N[C@@H](CS(=O)(=O)C1=CC=C(C=C1)SC1=CC=CC=C1)C(=O)O (N-Acetyl-3-[[4-(phenylthio)phenyl]sulfonyl]alanine), Cl (HCl). Solvent: C(C)(=O)O (acetic acid). Conditions: time 19 hour. Product: Cl.C1(=CC=CC=C1)SC1=CC=C(C=C1)S(=O)(=O)C[C@H](N)C(=O)O (3-[[4-(Phenylthio)phenyl]sulfonyl]alanine, Monohydrochloride). Yield: 78.0%. As a reaction SMILES: C([NH:4][C@H:5]([C:23]([OH:25])=[O:24])[CH2:6][S:7]([C:10]1[CH:15]=[CH:14][C:13]([S:16][C:17]2[CH:22]=[CH:21][CH:20]=[CH:19][CH:18]=2)=[CH:12][CH:11]=1)(=[O:9])=[O:8])(=O)C.[ClH:26]>C(O)(=O)C>[ClH:26].[C:17]1([S:16][C:13]2[CH:14]=[CH:15][C:10]([S:7]([CH2:6][C@@H:5]([C:23]([OH:25])=[O:24])[NH2:4])(=[O:9])=[O:8])=[CH:11][CH:12]=2)[CH:18]=[CH:19][CH:20]=[CH:21][CH:22]=1 |f:3.4|. Procedure details: A solution of the title compound of Example 11c (30.0 g) in glacial acetic acid (100 mL) and concentrated HCl (100 mL) was heated to 11 degrees C. for 19 hours. The solution was concentrated and trituration with diethyl ether yielded the title compound as a white solid (17.1 g, 78% for 3 steps): Anal. Calcd. for C15H15NO4S2.1.1 HCl.0.25 H2O: C, 47.16; H, 4.38; N, 3.67; Cl, 10.21. Found: C, 47.16; H, 4.27; N, 3.91; Cl, 9.95. Reactants: CC1=NN=C2N1N=C(C=C2NC(OC(C)(C)C)=O)N([C@@H](C)C2=CC=CC=C2)C ((S)-tert-butyl 3-methyl-6-(methyl(1-phenylethyl)amino)-[1,2,4]triazolo[4,3-b]pyridazin-8-ylcarbamate), Cl (HCl). Run in C1CCOC1 (THF). Run at time 2 hour. The product is CN(C=1C=C(C=2N(N1)C(=NN2)C)N)[C@@H](C)C2=CC=CC=C2 ((S)-N6, 3-dimethyl-N6-(1-phenylethyl)-[1,2,4]triazolo[4,3-b]pyridazine-6,8-diamine). The yield is 73.9%. As a reaction SMILES: [CH3:1][C:2]1[N:6]2[N:7]=[C:8]([N:19]([CH3:28])[C@H:20]([C:22]3[CH:27]=[CH:26][CH:25]=[CH:24][CH:23]=3)[CH3:21])[CH:9]=[C:10]([NH:11]C(=O)OC(C)(C)C)[C:5]2=[N:4][N:3]=1.Cl>C1COCC1>[CH3:28][N:19]([C@H:20]([C:22]1[CH:27]=[CH:26][CH:25]=[CH:24][CH:23]=1)[CH3:21])[C:8]1[CH:9]=[C:10]([NH2:11])[C:5]2[N:6]([C:2]([CH3:1])=[N:3][N:4]=2)[N:7]=1. Procedure: To a solution of compound (S)-tert-butyl 3-methyl-6-(methyl(1-phenylethyl)amino)-[1,2,4]triazolo[4,3-b]pyridazin-8-ylcarbamate (55 mg) in THF (10 mL) was added 6 N HCl (2 mL) dropwise under ice bath and then stirred at room temperature for 2 hrs. The mixture was quenched by saturated aqueous sodium bicarbonate solution (30 mL) and extracted with EA (20 mL×3). The combined organic layers were dried over Na2SO4, concentrated in vacuum to give product (S)-N6, 3-dimethyl-N6-(1-phenylethyl)-[1,2,4]tr...